From a dataset of the Open Reaction Database (ORD), a public repository of structured organic reaction records. describe an organic reaction: reactants, conditions, products, and yield Reactants: CC1(OCCO1)C1=CC=C(O1)CN1N=C(C=C1)N (1-[5-(2-methyl-[1,3]dioxolan-2-yl)-furan-2-ylmethyl]-1H-pyrazol-3-ylamine), C(C)(C)(C)[SiH2]OC(C=1C=C(C=CC1)C1=C(N=CO1)C(=O)O)(C)C (5-[3-(tert-butyl-dimethyl-silanyloxymethyl)-phenyl]-oxazole-4-carboxylic acid). The product is C(C)(=O)C1=CC=C(O1)CN1N=C(C=C1)NC(=O)C=1N=COC1C1=CC(=CC=C1)CO (5-(3-Hydroxymethyl-phenyl)-oxazole-4-carboxylic acid [1-(5-acetyl-furan-2-ylmethyl)-1H-pyrazol-3-yl]-amide). Reaction SMILES: [CH3:1][C:2]1([C:7]2[O:11][C:10]([CH2:12][N:13]3[CH:17]=[CH:16][C:15]([NH2:18])=[N:14]3)=[CH:9][CH:8]=2)[O:6]CCO1.C([SiH2][O:24][C:25](C)(C)[C:26]1[CH:27]=[C:28]([C:32]2[O:36][CH:35]=[N:34][C:33]=2[C:37](O)=[O:38])[CH:29]=[CH:30][CH:31]=1)(C)(C)C>>[C:2]([C:7]1[O:11][C:10]([CH2:12][N:13]2[CH:17]=[CH:16][C:15]([NH:18][C:37]([C:33]3[N:34]=[CH:35][O:36][C:32]=3[C:28]3[CH:29]=[CH:30][CH:31]=[C:26]([CH2:25][OH:24])[CH:27]=3)=[O:38])=[N:14]2)=[CH:9][CH:8]=1)(=[O:6])[CH3:1]. Procedure details: Following general procedure B followed by C, starting from 1-[5-(2-methyl-[1,3]dioxolan-2-yl)-furan-2-ylmethyl]-1H-pyrazol-3-ylamine and 5-[3-(tert-butyl-dimethyl-silanyloxymethyl)-phenyl]-oxazole-4-carboxylic acid. LC-MS-conditions 02: tR=0.86 min; [M+H]+=407.37. The reactants are O=C([O-])O, C=C(C)OC, [Cl-], OCCCCl, [Na+], [Na+], Cc1ccc(S(=O)(=O)O)cc1, c1cc[nH+]cc1. The product is COC(C)(C)OCCCCl. Reaction SMILES: [C:28](=[O:29])([OH:30])[O-:31].[CH3:1][O:2][C:3](=[CH2:4])[CH3:5].[Cl-:34].[Cl:23][CH2:24][CH2:25][CH2:26][OH:27].[Na+:32].[Na+:33].[c:12]1([CH3:13])[cH:14][cH:15][c:16]([S:17]([OH:18])(=[O:19])=[O:20])[cH:21][cH:22]1.[nH+:6]1[cH:7][cH:8][cH:9][cH:10][cH:11]1>>[CH3:1][O:2][C:3]([CH3:4])([CH3:5])[O:27][CH2:26][CH2:25][CH2:24][Cl:23]. The reactants are aldehyde, C1(=CC=CC=C1)S(=O)(=O)C#N (benzenesulfonyl cyanide), C1(=CC=CC=C1)C (Toluene). Solvent: C(CCC)O (butanol). Conditions: temperature 110 celsius. The product is C1(=CC=CC=C1)S(=O)(=O)C1=NC=C(C=C1)C (2-benzenesulfonyl-5-methylpyridine). Isolated yield 88.0%. As a reaction SMILES: [C:1]1([S:7]([C:10]#[N:11])(=[O:9])=[O:8])[CH:6]=[CH:5][CH:4]=[CH:3][CH:2]=1.[C:12]1([CH3:18])[CH:17]=CC=[CH:14][CH:13]=1>C(O)CCC>[C:1]1([S:7]([C:10]2[CH:14]=[CH:13][C:12]([CH3:18])=[CH:17][N:11]=2)(=[O:8])=[O:9])[CH:2]=[CH:3][CH:4]=[CH:5][CH:6]=1. Reported procedure: First, 8.40 g (100 mmol) tiglic aldehyde (trans-2-methyl-2-butenal) and 8.35 g (50.0 mmol) of benzenesulfonyl cyanide were introduced to the same reaction vessel as in Example 1. Toluene (15 ml) as the solvent and butanol (1.5 ml) were added, and the mixture was heated under reflux for 3 hours while agitating at an internal temperature of 110° C. in a nitrogen atmosphere, separating and removing water that was produced. After this solution was cooled to room temperature, the low-boiling componen... Starting materials: CCOCC, NN, S=C=Nc1ccc2ccccc2c1. Yields the product NNC(=S)Nc1ccc2ccccc2c1. As a reaction SMILES: [CH3:16][CH2:17][O:18][CH2:19][CH3:20].[NH2:1][NH2:2].[cH:3]1[c:4]([N:13]=[C:14]=[S:15])[cH:5][cH:6][c:7]2[cH:8][cH:9][cH:10][cH:11][c:12]12>>[NH2:1][NH:2][C:14]([NH:13][c:4]1[cH:3][c:12]2[c:7]([cH:6][cH:5]1)[cH:8][cH:9][cH:10][cH:11]2)=[S:15]. RXN SMILES: C[O:2][C:3]([CH:5]1[CH2:9][N:8]([CH:10]2[CH2:15][C:14]([CH3:17])([CH3:16])[NH:13][C:12]([CH3:19])([CH3:18])[CH2:11]2)[C:7](=[O:20])[CH2:6]1)=O.O.[NH2:22][NH2:23].NC1CC(C)(C)NC(C)(C)C1.C(OC)(=O)C(CC(OC)=O)=C>CO>[NH:22]([C:3]([CH:5]1[CH2:9][N:8]([CH:10]2[CH2:15][C:14]([CH3:17])([CH3:16])[NH:13][C:12]([CH3:19])([CH3:18])[CH2:11]2)[C:7](=[O:20])[CH2:6]1)=[O:2])[NH2:23] |f:1.2|. Procedure: 4-Hydrazinocarbonyl-1-(2,2,6,6-tetramethyl-4-piperidinyl)-2-pyrrolidone was prepared by the hydrazinolysis of 4-(methoxycarbonyl)-1-(2,2,6,6-tetramethyl- 4-piperidinyl)-2-pyrrolidone with excess hydrazine hydrate in methanol. The above intermediate half ester was prepared by the addition of 4-amino-2,2,6,6-tetramethylpiperidine to dimethyl itaconate according to the procedure described in U.S. Pat. No. 4,309,546. Yields the product N(N)C(=O)C1CC(N(C1)C1CC(NC(C1)(C)C)(C)C)=O (4-Hydrazinocarbonyl-1-(2,2,6,6-tetramethyl-4-piperidinyl)-2-pyrrolidone). The solvent is CO (methanol). Reactants: COC(=O)C1CC(N(C1)C1CC(NC(C1)(C)C)(C)C)=O (4-(methoxycarbonyl)-1-(2,2,6,6-tetramethyl- 4-piperidinyl)-2-pyrrolidone), O.NN (hydrazine hydrate), intermediate half, ester, NC1CC(NC(C1)(C)C)(C)C (4-amino-2,2,6,6-tetramethylpiperidine), C(C(=C)CC(=O)OC)(=O)OC (dimethyl itaconate). Solvent: O1CCOCC1 (1,4-dioxane). The yield is 63.0%. As a reaction SMILES: Br[CH2:2][C:3]1[C:11]2[C:7](=[N:8][S:9][N:10]=2)[CH:6]=[CH:5][CH:4]=1.[OH2:12]>O1CCOCC1.Cl([O-])(=O)(=O)=O.[Ag+]>[OH:12][CH2:2][C:3]1[C:11]2[C:7](=[N:8][S:9][N:10]=2)[CH:6]=[CH:5][CH:4]=1 |f:3.4|. The reagents and catalysts are Cl(=O)(=O)(=O)[O-].[Ag+] (silver perchlorate). Procedure details: A solution of silver perchlorate (4.75 g, 23 mmol) in water (10 mL) was added to a solution of 4-bromomethyl-2,1,3-benzothiadiazole (4.38 g, 19 mmol) in 1,4-dioxane. The mixture was refluxed for 4 hours to afford a light-yellow suspension. After cooling to room temperature, the precipitate was filtered off through a pad of celite and washed with CH2Cl2. The filtrate was washed with water and brine, dried over Na2SO4. Concentration using a rotary evaporator and subsequent column chromatography on... The reactants are BrCC1=CC=CC2=NSN=C21 (4-bromomethyl-2,1,3-benzothiadiazole), O (water). Product: OCC1=CC=CC2=NSN=C21 (4-hydroxymethyl-2,1,3-benzothiadiazole). Starting materials: C(C1=CC=CC=C1)NC(NC(CC(=O)NC(CC1=CC=C(C=C1)OC(C)(C)C)C(N(CC1=C(C(=CC=C1)OC)OC)CC(OCC)OCC)=O)C)=O (3-(3-Benzyl-ureido)-N-{2-(4-tert-butoxy-phenyl)-1-[(2,2,-diethoxy-ethyl)-(2,3-dimethoxy-benzyl)-carbamoyl]-ethyl}-butyramide). The solvent is C(=O)O (formic acid). Product: C(C1=CC=CC=C1)NC(=O)N1C2N(C(CC1C)=O)C(C(N(C2)CC2=C(C(=CC=C2)OC)OC)=O)CC2=CC=C(C=C2)O (8-(2,3-Dimethoxy-benzyl)-6-(4-hydroxy-benzyl)-2-methyl-4,7-dioxo-hexahydro-pyrazino[1,2-a]pyrimidine-1-carboxylic acid benzylamide). Isolated yield 46.6%. Reaction SMILES: [CH2:1]([NH:8][C:9](=[O:52])[NH:10][CH:11]([CH3:51])[CH2:12][C:13]([NH:15][CH:16]([C:29](=[O:50])[N:30]([CH2:42][CH:43](OCC)OCC)[CH2:31][C:32]1[CH:37]=[CH:36][CH:35]=[C:34]([O:38][CH3:39])[C:33]=1[O:40][CH3:41])[CH2:17][C:18]1[CH:23]=[CH:22][C:21]([O:24]C(C)(C)C)=[CH:20][CH:19]=1)=[O:14])[C:2]1[CH:7]=[CH:6][CH:5]=[CH:4][CH:3]=1>C(O)=O>[CH2:1]([NH:8][C:9]([N:10]1[CH:11]([CH3:51])[CH2:12][C:13](=[O:14])[N:15]2[CH:16]([CH2:17][C:18]3[CH:19]=[CH:20][C:21]([OH:24])=[CH:22][CH:23]=3)[C:29](=[O:50])[N:30]([CH2:31][C:32]3[CH:37]=[CH:36][CH:35]=[C:34]([O:38][CH3:39])[C:33]=3[O:40][CH3:41])[CH2:42][CH:43]12)=[O:52])[C:2]1[CH:3]=[CH:4][CH:5]=[CH:6][CH:7]=1. Procedure: A solution of crude 3-(3-Benzyl-ureido)-N-{2-(4-tert-butoxy-phenyl)-1-[(2,2,-diethoxy-ethyl)-(2,3-dimethoxy-benzyl)-carbamoyl]-ethyl}-butyramide (3.56 g, 4.95 mmol) in formic acid (100 mL) was stirred at room temperature for 13 h. The solvent was removed under reduced pressure and then diluted with EtOAc, washed with water and brine. The organic layer was dried with Na2SO4 and concentrated in vacuo. The residue was purified by chromatography and recrystallized on ethyl acetate and hexane to give... Starting materials: Cn1ncc([N+](=O)[O-])c1Cl, OC1CNCC1O. The product is Cn1ncc([N+](=O)[O-])c1N1CC(O)C(O)C1. As a reaction SMILES: [Cl:1][c:2]1[c:3]([N+:8](=[O:9])[O-:10])[cH:4][n:5][n:6]1[CH3:7].[NH:11]1[CH2:12][CH:13]([OH:17])[CH:14]([OH:16])[CH2:15]1>>[c:2]1([N:11]2[CH2:12][CH:13]([OH:17])[CH:14]([OH:16])[CH2:15]2)[c:3]([N+:8](=[O:9])[O-:10])[cH:4][n:5][n:6]1[CH3:7]. Starting materials: CO, Cc1c(CO)cccc1[N+](=O)[O-]. Yields the product Cc1c(N)cccc1CO. RXN SMILES: [CH3:13][OH:14].[CH3:1][c:2]1[c:3]([CH2:11][OH:12])[cH:4][cH:5][cH:6][c:7]1[N+:8]([O-:9])=[O:10]>>[CH3:1][c:2]1[c:3]([CH2:11][OH:12])[cH:4][cH:5][cH:6][c:7]1[NH2:8].